Dataset: the Open Reaction Database (ORD), a public repository of structured organic reaction records. Task: describe an organic reaction: reactants, conditions, products, and yield The reactants are ClC1=C(C=C(C=C1CN1CCOCC1)C#N)NC(OC(C)(C)C)=O (tert-butyl (2-chloro-5-cyano-3-(morpholinomethyl)phenyl)carbamate). Solvent: C(Cl)Cl (DCM), C(=O)(C(F)(F)F)O (TFA). Reaction conditions: time 1 hour. Yields the product NC=1C=C(C#N)C=C(C1Cl)CN1CCOCC1 (3-amino-4-chloro-5-(morpholinomethyl)benzonitrile). Yield: 99.3%. As a reaction SMILES: [Cl:1][C:2]1[C:7]([CH2:8][N:9]2[CH2:14][CH2:13][O:12][CH2:11][CH2:10]2)=[CH:6][C:5]([C:15]#[N:16])=[CH:4][C:3]=1[NH:17]C(=O)OC(C)(C)C>C(Cl)Cl.C(O)(C(F)(F)F)=O>[NH2:17][C:3]1[CH:4]=[C:5]([CH:6]=[C:7]([CH2:8][N:9]2[CH2:10][CH2:11][O:12][CH2:13][CH2:14]2)[C:2]=1[Cl:1])[C:15]#[N:16]. Procedure: A solution of tert-butyl (2-chloro-5-cyano-3-(morpholinomethyl)phenyl)carbamate (45 mg, 0.128 mmol) in a mixture of DCM (2 mL) and TFA (2 mL) was left stirring at room temperature for 1 hr. The solvent was removed and the residue was dissolved in MeOH and applied onto an SCX column. This was washed with MeOH and the product was eluted with 2N NH3 in MeOH. The solvent was removed to leave 3-amino-4-chloro-5-(morpholinomethyl)benzonitrile (32 mg). Reactants: CCOC(=O)c1cc(OCCc2ccc(Cl)cc2Cl)c2c(c1)OCO2, Cl, [Na+], C1COCCO1, [OH-], O. Product: O=C(O)c1cc(OCCc2ccc(Cl)cc2Cl)c2c(c1)OCO2. As a reaction SMILES: [CH2:1]([CH3:2])[O:3][C:4](=[O:5])[c:6]1[cH:7][c:8]2[c:9]([c:13]([O:15][CH2:16][CH2:17][c:18]3[c:19]([Cl:25])[cH:20][c:21]([Cl:24])[cH:22][cH:23]3)[cH:14]1)[O:10][CH2:11][O:12]2.[ClH:29].[Na+:28].[O:30]1[CH2:31][CH2:32][O:33][CH2:34][CH2:35]1.[OH-:27].[OH2:26]>>[O:3]=[C:4]([OH:5])[c:6]1[cH:7][c:8]2[c:9]([c:13]([O:15][CH2:16][CH2:17][c:18]3[c:19]([Cl:25])[cH:20][c:21]([Cl:24])[cH:22][cH:23]3)[cH:14]1)[O:10][CH2:11][O:12]2. Starting materials: solution, [H-].[Al+3].[Li+].[H-].[H-].[H-] (lithium aluminum hydride), C(C)C1C2C(C(CC1C#N)C2)(C)C (2-Ethyl-6,6-dimethyl-bicyclo[3.1.1]heptane-3-carbonitrile). Run in C1CCOC1 (THF), C1CCOC1 (THF). Reaction conditions: time 16 hour. Yields the product C(C)C1C2C(C(CC1CN)C2)(C)C (C-(2-Ethyl-6,6-dimethyl-bicyclo[3.1.1]hept-3-yl)-methylamine). Isolated yield 89.2%. Reaction SMILES: [CH2:1]([CH:3]1[CH:8]([C:9]#[N:10])[CH2:7][CH:6]2[CH2:11][CH:4]1[C:5]2([CH3:13])[CH3:12])[CH3:2].[H-].[Al+3].[Li+].[H-].[H-].[H-]>C1COCC1>[CH2:1]([CH:3]1[CH:8]([CH2:9][NH2:10])[CH2:7][CH:6]2[CH2:11][CH:4]1[C:5]2([CH3:12])[CH3:13])[CH3:2] |f:1.2.3.4.5.6|. Procedure details: 2-Ethyl-6,6-dimethyl-bicyclo[3.1.1]heptane-3-carbonitrile (288 mg, 1.65 mmol) was dissolved in anhydrous THF (10 ml) under an atmosphere of dry N2. To the reaction was added a 1.0 M solution of lithium aluminum hydride (4.0 ml) in THF. The reaction was stirred at ambient temperature for 16 hr and was then quenched by the sequential slow addition of 152 μl of water, 152 μl of 15% NaOH and finally 460 μl of water. The reaction was stirred for an additional 2 hr after which time it was filtered and... Reactants: O=C1CCc2cccc3cccc1c23, CO, CC(=O)[O-], Cl, NO, [Na+], O. Yields the product NC1CCc2cccc3cccc1c23. RXN SMILES: [C:1]1(=[O:14])[CH2:2][CH2:3][c:4]2[cH:5][cH:6][cH:7][c:8]3[cH:9][cH:10][cH:11][c:12]1[c:13]23.[CH3:18][OH:19].[CH3:21][C:22](=[O:23])[O-:24].[ClH:15].[NH2:16][OH:17].[Na+:20].[OH2:25]>>[CH:1]1([NH2:16])[CH2:2][CH2:3][c:4]2[cH:5][cH:6][cH:7][c:8]3[cH:9][cH:10][cH:11][c:12]1[c:13]23. Reactants: CCO, CC(=O)O, CCOC(C)=O, Cn1c2ccc([N+](=O)[O-])cc2c2c3c(c(-c4ccccc4Cl)cc21)C(=O)NC3=O, [Fe], O. Product: Cn1c2ccc(N)cc2c2c3c(c(-c4ccccc4Cl)cc21)C(=O)NC3=O. Reaction SMILES: [CH2:35]([OH:36])[CH3:37].[CH3:30][C:31](=[O:32])[OH:33].[CH3:38][CH2:39][O:40][C:41](=[O:42])[CH3:43].[Cl:1][c:2]1[c:3](-[c:8]2[cH:9][c:10]3[n:11]([CH3:29])[c:12]4[cH:13][cH:14][c:15]([N+:26]([O-:27])=[O:28])[cH:16][c:17]4[c:18]3[c:19]3[c:20]2[C:21](=[O:25])[NH:22][C:23]3=[O:24])[cH:4][cH:5][cH:6][cH:7]1.[Fe:44].[OH2:34]>>[Cl:1][c:2]1[c:3](-[c:8]2[cH:9][c:10]3[n:11]([CH3:29])[c:12]4[cH:13][cH:14][c:15]([NH2:26])[cH:16][c:17]4[c:18]3[c:19]3[c:20]2[C:21](=[O:25])[NH:22][C:23]3=[O:24])[cH:4][cH:5][cH:6][cH:7]1. The reactants are CC=1N(C2=CC=CC=C2C1C(=O)OC(C)(C)C)C(C)C(C)=O (tert-butyl 2-methyl-1-(3-oxobutan-2-yl)-1H-indole-3-carboxylate), [BH4-].[Na+] (sodium borohydride). Solvent: O1CCCC1 (tetrahydrofuran). Conditions: time 3 hour. Yields the product OC(C(C)N1C(=C(C2=CC=CC=C12)C(=O)OC(C)(C)C)C)C (tert-butyl 1-(3-hydroxybutan-2-yl)-2-methyl-1H-indole-3-carboxylate). Isolated yield 93.0%. As a reaction SMILES: [CH3:1][C:2]1[N:3]([CH:18]([C:20](=[O:22])[CH3:21])[CH3:19])[C:4]2[C:9]([C:10]=1[C:11]([O:13][C:14]([CH3:17])([CH3:16])[CH3:15])=[O:12])=[CH:8][CH:7]=[CH:6][CH:5]=2.[BH4-].[Na+]>O1CCCC1>[OH:22][CH:20]([CH3:21])[CH:18]([N:3]1[C:4]2[C:9](=[CH:8][CH:7]=[CH:6][CH:5]=2)[C:10]([C:11]([O:13][C:14]([CH3:17])([CH3:16])[CH3:15])=[O:12])=[C:2]1[CH3:1])[CH3:19] |f:1.2|. Reported procedure: To a mixture of tert-butyl 2-methyl-1-(3-oxobutan-2-yl)-1H-indole-3-carboxylate (120 mg, 0.39 mmol) in tetrahydrofuran (3 mL) was added sodium borohydride (79 mg, 2.08 mmol). The reaction mixture was stirred at room temperature for 3 hours. The reaction mixture was quenched by adding water (3 ml) and extracted with ethyl acetate (20 mL×4). The combined organic layers was dried over sodium sulfate and concentrate to afford tert-butyl 1-(3-hydroxybutan-2-yl)-2-methyl-1H-indole-3-carboxylate (110 m... Product: C(C)(C)(C)C=1C=C(C=C(C1O)C(C)(C)C)/C=C(\C#N)/S(=O)(=O)C1=NC=CC=C1 ((E)-3-(3,5-Di-t-butyl-4-hydroxyphenyl)-2-[(pyrid-2-yl)sulfonyl]acrylonitrile). Procedure details: The titled compound was prepared with 3,5-di-t-butyl-4-hydroxybenzaldehyde and (pyrid-2-yl)sulphonyl acetonitrile under the similar conditions as described for EXAMPLE 1. Starting materials: C(C)(C)(C)C=1C=C(C=O)C=C(C1O)C(C)(C)C (3,5-di-t-butyl-4-hydroxybenzaldehyde), N1=C(C=CC=C1)S(=O)(=O)CC#N ((pyrid-2-yl)sulphonyl acetonitrile). As a reaction SMILES: [C:1]([C:5]1[CH:6]=[C:7]([CH:10]=[C:11]([C:14]([CH3:17])([CH3:16])[CH3:15])[C:12]=1[OH:13])[CH:8]=O)([CH3:4])([CH3:3])[CH3:2].[N:18]1[CH:23]=[CH:22][CH:21]=[CH:20][C:19]=1[S:24]([CH2:27][C:28]#[N:29])(=[O:26])=[O:25]>>[C:1]([C:5]1[CH:6]=[C:7](/[CH:8]=[C:27](/[S:24]([C:19]2[CH:20]=[CH:21][CH:22]=[CH:23][N:18]=2)(=[O:26])=[O:25])\[C:28]#[N:29])[CH:10]=[C:11]([C:14]([CH3:17])([CH3:16])[CH3:15])[C:12]=1[OH:13])([CH3:4])([CH3:3])[CH3:2].